This data is from the Open Reaction Database (ORD), a public repository of structured organic reaction records. The task is: describe an organic reaction: reactants, conditions, products, and yield Reactants: COc1ccccc1C1(O)CC(CC#N)CC2CNCC21, CCN=C=NCCCN(C)C, CCN(C(C)C)C(C)C, ClCCl, Cl, O, Oc1cccc2[nH]nnc12, CC(C(=O)O)c1ccccc1. The product is COc1ccccc1C1(O)CC(CC#N)CC2CN(C(=O)C(C)c3ccccc3)CC21. Reaction SMILES: [C:44](#[N:45])[CH2:46][CH:47]1[CH2:48][C:49]([OH:56])([c:57]2[c:58]([O:63][CH3:64])[cH:59][cH:60][cH:61][cH:62]2)[CH:50]2[CH2:51][NH:52][CH2:53][CH:54]2[CH2:55]1.[CH3:33][N:34]([CH3:35])[CH2:36][CH2:37][CH2:38][N:39]=[C:40]=[N:41][CH2:42][CH3:43].[CH:1]([N:2]([CH:3]([CH3:4])[CH3:5])[CH2:6][CH3:7])([CH3:8])[CH3:9].[Cl:65][CH2:66][Cl:67].[ClH:32].[OH2:21].[OH:22][c:23]1[c:24]2[n:25][n:26][nH:27][c:28]2[cH:29][cH:30][cH:31]1.[c:10]1([CH:16]([C:17](=[O:18])[OH:19])[CH3:20])[cH:11][cH:12][cH:13][cH:14][cH:15]1>>[c:10]1([CH:16]([C:17](=[O:18])[N:52]2[CH2:51][CH:50]3[C:49]([OH:56])([c:57]4[c:58]([O:63][CH3:64])[cH:59][cH:60][cH:61][cH:62]4)[CH2:48][CH:47]([CH2:46][C:44]#[N:45])[CH2:55][CH:54]3[CH2:53]2)[CH3:20])[cH:11][cH:12][cH:13][cH:14][cH:15]1. Reaction SMILES: [C:1](OC(=O)C)(=[O:3])[CH3:2].[F:8][C:9]([F:41])([F:40])[C:10]1[CH:11]=[C:12]([CH:33]=[C:34]([C:36]([F:39])([F:38])[F:37])[CH:35]=1)[CH2:13][NH:14][CH:15]1[CH2:21][CH2:20][CH2:19][N:18]([C:22]([O:24][CH:25]([CH3:27])[CH3:26])=[O:23])[C:17]2[CH:28]=[C:29]([Br:32])[CH:30]=[CH:31][C:16]1=2.N1C=CC=CC=1>ClCCl>[C:1]([N:14]([CH2:13][C:12]1[CH:33]=[C:34]([C:36]([F:37])([F:38])[F:39])[CH:35]=[C:10]([C:9]([F:8])([F:40])[F:41])[CH:11]=1)[CH:15]1[CH2:21][CH2:20][CH2:19][N:18]([C:22]([O:24][CH:25]([CH3:27])[CH3:26])=[O:23])[C:17]2[CH:28]=[C:29]([Br:32])[CH:30]=[CH:31][C:16]1=2)(=[O:3])[CH3:2]. Reported procedure: Add 3,5-bis(trifluoromethyl)benzylamine (5.47 g, 22.5 mmol) followed by titanium isopropoxide (5.98 mL, 20.1 mmol) to a solution of isopropyl 8-bromo-5-oxo-2,3,4,5-tetrahydro benzo[b]azepine-1-carboxylate (5.24 g, 16.1 mmol) in tetrahydrofuran (20 mL) at room temperature under nitrogen was and stir the solution for 4 h. Dilute the reaction with methanol (40 mL) and slowly add sodium borohydride (0.912 g, 24.1 mmol) over 15 min to the reaction and stir at room temperature for 3.5 h. Quench the re... Product: C(C)(=O)N(C1C2=C(N(CCC1)C(=O)OC(C)C)C=C(C=C2)Br)CC2=CC(=CC(=C2)C(F)(F)F)C(F)(F)F (Isopropyl 5-[acetyl-(3,5-bistrifluoromethylbenzyl)amino]-8-bromo-2,3,4,5-tetrahydrobenzo[b]azepine-1-carboxylate). Yield: 79.3%. Solvent: ClCCl (dichloromethane), ClCCl (dichloromethane). Reaction conditions: temperature 0 celsius, time 12 hour. The reactants are C(C)(=O)OC(C)=O (acetic anhydride), FC(C=1C=C(CNC2C3=C(N(CCC2)C(=O)OC(C)C)C=C(C=C3)Br)C=C(C1)C(F)(F)F)(F)F (isopropyl 5-(3,5-bistrifluoromethylbenzylamino)-8-bromo-2,3,4,5-tetrahydrobenzo[b]azepine-1-carboxylate), N1=CC=CC=C1 (pyridine). Starting materials: CN1CCN(CC1)C1=C(C(=C(C(=C1F)Cl)[N+](=O)[O-])F)C (2-(4-methyl-1-piperazinyl)-3,6-difluoro-4-chloro-5-nitrotoluene), [F-].[K+] (potassium fluoride), C1(CC1)N (cyclopropylamine), ice water. Run in CN(C=O)C (dimethylformamide). Reaction conditions: temperature 100 celsius, time 3 hour. Product: CN1CCN(CC1)C=1C(=C(NC2CC2)C(=C(C1F)Cl)[N+](=O)[O-])C (3-(4-methyl-1-piperazinyl)-4-fluoro-5-chloro-2-methyl-6-nitro-N-cyclopropylaniline). Reaction SMILES: [CH3:1][N:2]1[CH2:7][CH2:6][N:5]([C:8]2[C:13]([F:14])=[C:12]([Cl:15])[C:11]([N+:16]([O-:18])=[O:17])=[C:10](F)[C:9]=2[CH3:20])[CH2:4][CH2:3]1.[F-].[K+].[CH:23]1([NH2:26])[CH2:25][CH2:24]1>CN(C)C=O>[CH3:1][N:2]1[CH2:7][CH2:6][N:5]([C:8]2[C:9]([CH3:20])=[C:10]([C:11]([N+:16]([O-:18])=[O:17])=[C:12]([Cl:15])[C:13]=2[F:14])[NH:26][CH:23]2[CH2:25][CH2:24]2)[CH2:4][CH2:3]1 |f:1.2|. Procedure details: To the thus obtained 2-(4-methyl-1-piperazinyl)-3,6-difluoro-4-chloro-5-nitrotoluene (0.13 g) are added anhydrous dimethylformamide (2 ml), potassium fluoride (37 mg) and cyclopropylamine (0.15 ml) and the mixture is stirred at 100° C. for 3 hours. After cooling, the reaction mixture is poured into ice-water, extracted with dichloromethane and the extract is dried. The solvent is distilled off under reduced pressure and purified by silica-gel column-chromatography (eluent; dichloromethane: metha... Yields the product CC(Nc1cc(-c2cnn(C)c2)cc(Nc2cnccn2)n1)c1ccc(F)cc1. Reaction SMILES: [CH3:65][C:66]([CH3:67])([O-:68])[CH3:69].[CH3:71][CH2:72][O:73][C:74](=[O:75])[CH3:76].[CH3:77][c:78]1[cH:79][cH:80][cH:81][cH:82][cH:83]1.[CH:31]1([P:32]([CH:33]2[CH2:34][CH2:35][CH2:36][CH2:37][CH2:38]2)[c:39]2[cH:40][cH:41][cH:42][cH:43][c:44]2-[c:45]2[c:46]([CH:47]([CH3:48])[CH3:49])[cH:50][c:51]([CH:52]([CH3:53])[CH3:54])[cH:55][c:56]2[CH:57]([CH3:58])[CH3:59])[CH2:60][CH2:61][CH2:62][CH2:63][CH2:64]1.[Cl:1][c:2]1[cH:3][c:4](-[c:18]2[cH:19][n:20][n:21]([CH3:23])[cH:22]2)[cH:5][c:6]([NH:8][CH:9]([CH3:10])[c:11]2[cH:12][cH:13][c:14]([F:17])[cH:15][cH:16]2)[n:7]1.[NH2:24][c:25]1[n:26][cH:27][cH:28][n:29][cH:30]1.[Na+:70]>>[c:2]1([NH:24][c:25]2[n:26][cH:27][cH:28][n:29][cH:30]2)[cH:3][c:4](-[c:18]2[cH:19][n:20][n:21]([CH3:23])[cH:22]2)[cH:5][c:6]([NH:8][CH:9]([CH3:10])[c:11]2[cH:12][cH:13][c:14]([F:17])[cH:15][cH:16]2)[n:7]1. The reactants are CC(C)(C)[O-], CCOC(C)=O, Cc1ccccc1, CC(C)c1cc(C(C)C)c(-c2ccccc2P(C2CCCCC2)C2CCCCC2)c(C(C)C)c1, CC(Nc1cc(-c2cnn(C)c2)cc(Cl)n1)c1ccc(F)cc1, Nc1cnccn1, [Na+]. Reactants: CCN(C(C)C)C(C)C, COc1ccc(CCCl)cc1S(N)(=O)=O, C1COCCO1, FC(F)(F)COCc1nc(C2CCNCC2)oc1-c1ccccc1. The product is COc1ccc(CCN2CCC(c3nc(COCC(F)(F)F)c(-c4ccccc4)o3)CC2)cc1S(N)(=O)=O. Reaction SMILES: [CH:40]([N:41]([CH2:42][CH3:43])[CH:44]([CH3:45])[CH3:46])([CH3:47])[CH3:48].[Cl:25][CH2:26][CH2:27][c:28]1[cH:29][cH:30][c:31]([O:38][CH3:39])[c:32]([S:34](=[O:35])(=[O:36])[NH2:37])[cH:33]1.[O:49]1[CH2:50][CH2:51][O:52][CH2:53][CH2:54]1.[c:1]1(-[c:7]2[c:8]([CH2:18][O:19][CH2:20][C:21]([F:22])([F:23])[F:24])[n:9][c:10]([CH:12]3[CH2:13][CH2:14][NH:15][CH2:16][CH2:17]3)[o:11]2)[cH:2][cH:3][cH:4][cH:5][cH:6]1>>[c:1]1(-[c:7]2[c:8]([CH2:18][O:19][CH2:20][C:21]([F:22])([F:23])[F:24])[n:9][c:10]([CH:12]3[CH2:13][CH2:14][N:15]([CH2:26][CH2:27][c:28]4[cH:29][cH:30][c:31]([O:38][CH3:39])[c:32]([S:34](=[O:35])(=[O:36])[NH2:37])[cH:33]4)[CH2:16][CH2:17]3)[o:11]2)[cH:2][cH:3][cH:4][cH:5][cH:6]1. Reactants: C([O-])([O-])=O.[Na+].[Na+] (sodium carbonate), BrC=1C=C(C=CC1)O (3-Bromophenol), O1C(=CC=C1)B(O)O (furan-2-boronic acid). The reagents and catalysts are C1=CC=C(C=C1)P([C-]2C=CC=C2)C3=CC=CC=C3.C1=CC=C(C=C1)P([C-]2C=CC=C2)C3=CC=CC=C3.Cl[Pd]Cl.[Fe+2] (Pd(dppf)Cl2). Run in C(OC)COC.O (dimethoxyethane water). Reaction conditions: temperature 120 celsius, time 20 minute. The product is O1C(=CC=C1)C=1C=C(C=CC1)O (3-(furan-2-yl)phenol). The yield is 41.7%. Reaction SMILES: Br[C:2]1[CH:3]=[C:4]([OH:8])[CH:5]=[CH:6][CH:7]=1.[O:9]1[CH:13]=[CH:12][CH:11]=[C:10]1B(O)O.C(=O)([O-])[O-].[Na+].[Na+]>C(COC)OC.O.C1C=CC(P(C2C=CC=CC=2)[C-]2C=CC=C2)=CC=1.C1C=CC(P(C2C=CC=CC=2)[C-]2C=CC=C2)=CC=1.Cl[Pd]Cl.[Fe+2]>[O:9]1[CH:13]=[CH:12][CH:11]=[C:10]1[C:2]1[CH:3]=[C:4]([OH:8])[CH:5]=[CH:6][CH:7]=1 |f:2.3.4,5.6,7.8.9.10|. Procedure: 3-Bromophenol (500 mg, 2.86 mmol) and furan-2-boronic acid (420 mg, 3.76 mmol) were dissolved in dimethoxyethane/water=5 mL/2.5 mL. Pd(dppf)Cl2 (118 mg, 0.14 mmol) and sodium carbonate (919 mg, 8.67 mmol) were added thereto, followed by stirring in microwave at 120° C. for 20 minutes. After the completion of the reaction, the reaction mixture was filtered using Celite. The filtrate was added with water, and extracted with ethyl acetate. The obtained organic layer was dried over magnesium sulfate... The reactants are NC(C)CC1=CC=CC=C1 (amphetamine), C[C@@H](CC1=CC=CC=C1)NC (d-methamphetamine). The product is NC(C)CC1=CC=CC=C1.C[C@@H](CC=1C=CC=CC1)NC (Amphetamine Methamphetamine). RXN SMILES: [NH2:1][CH:2]([CH2:4][C:5]1[CH:10]=[CH:9][CH:8]=[CH:7][CH:6]=1)[CH3:3].[CH3:11][C@H:12]([NH:20][CH3:21])[CH2:13][C:14]1[CH:19]=[CH:18][CH:17]=[CH:16][CH:15]=1>>[NH2:1][CH:2]([CH2:4][C:5]1[CH:10]=[CH:9][CH:8]=[CH:7][CH:6]=1)[CH3:3].[CH3:11][C@H:12]([NH:20][CH3:21])[CH2:13][C:14]1[CH:19]=[CH:18][CH:17]=[CH:16][CH:15]=1 |f:2.3|. Procedure: The polarization value for a sample is compared to a standard curve prepared using calibrators of known amphetamine or d-methamphetamine content.